Dataset: the Open Reaction Database (ORD), a public repository of structured organic reaction records. Task: describe an organic reaction: reactants, conditions, products, and yield Starting materials: O=C(Cl)c1ccccc1, CCCCCC, CCOC(C)=O, CCN(C(C)C)C(C)C, CC1CNCCN1c1nnc(-c2ccc(Cl)cc2F)c2ccncc12, CN(C)C=O. The product is CC1CN(C(=O)c2ccccc2)CCN1c1nnc(-c2ccc(Cl)cc2F)c2ccncc12. Reaction SMILES: [C:35]([c:36]1[cH:37][cH:38][cH:39][cH:40][cH:41]1)(=[O:42])[Cl:43].[CH3:44][CH2:45][CH2:46][CH2:47][CH2:48][CH3:49].[CH3:55][CH2:56][O:57][C:58](=[O:59])[CH3:60].[CH:26]([N:27]([CH2:28][CH3:29])[CH:30]([CH3:31])[CH3:32])([CH3:33])[CH3:34].[Cl:1][c:2]1[cH:3][c:4]([F:25])[c:5](-[c:8]2[c:9]3[c:10]([c:11]([N:14]4[CH:15]([CH3:20])[CH2:16][NH:17][CH2:18][CH2:19]4)[n:12][n:13]2)[cH:21][n:22][cH:23][cH:24]3)[cH:6][cH:7]1.[O:50]=[CH:51][N:52]([CH3:53])[CH3:54]>>[Cl:1][c:2]1[cH:3][c:4]([F:25])[c:5](-[c:8]2[c:9]3[c:10]([c:11]([N:14]4[CH:15]([CH3:20])[CH2:16][N:17]([C:35]([c:36]5[cH:37][cH:38][cH:39][cH:40][cH:41]5)=[O:42])[CH2:18][CH2:19]4)[n:12][n:13]2)[cH:21][n:22][cH:23][cH:24]3)[cH:6][cH:7]1. Reactants: CCCCCCCCc1ccc(OCC2CO2)cc1, [Cl-], [H-], [Na+], [Na+], CN(C)C=O, c1cc[nH]c1. Reaction SMILES: [CH2:8]([CH2:9][CH2:10][CH2:11][CH2:12][CH2:13][CH2:14][CH3:15])[c:16]1[cH:17][cH:18][c:19]([O:20][CH2:21][CH:22]2[O:23][CH2:24]2)[cH:25][cH:26]1.[Cl-:27].[H-:1].[Na+:28].[Na+:2].[O:29]=[CH:30][N:31]([CH3:32])[CH3:33].[nH:3]1[cH:4][cH:5][cH:6][cH:7]1>>[n:3]1([CH2:24][CH:22]([CH2:21][O:20][c:19]2[cH:18][cH:17][c:16]([CH2:8][CH2:9][CH2:10][CH2:11][CH2:12][CH2:13][CH2:14][CH3:15])[cH:26][cH:25]2)[OH:23])[cH:4][cH:5][cH:6][cH:7]1. Product: CCCCCCCCc1ccc(OCC(O)Cn2cccc2)cc1.